This data is from the Open Reaction Database (ORD), a public repository of structured organic reaction records. The task is: describe an organic reaction: reactants, conditions, products, and yield Reactants: CO, Fc1ccc(-c2cnc(Cl)nc2)cc1, N. The product is Nc1ncc(-c2ccc(F)cc2)cn1. RXN SMILES: [CH3:16][OH:17].[Cl:1][c:2]1[n:3][cH:4][c:5](-[c:8]2[cH:9][cH:10][c:11]([F:14])[cH:12][cH:13]2)[cH:6][n:7]1.[NH3:15]>>[c:2]1([NH2:15])[n:3][cH:4][c:5](-[c:8]2[cH:9][cH:10][c:11]([F:14])[cH:12][cH:13]2)[cH:6][n:7]1. The reactants are C(C)OC(=O)C12CN(CC2C1)CC1=CC=CC=C1 (3-benzyl-3-azabicyclo[3.1.0]hexane-1-carboxylic acid ethyl ester), [H-].[Al+3].[Li+].[H-].[H-].[H-] (lithium aluminium hydride). Solvent: O1CCCC1 (tetrahydrofuran), O1CCCC1 (tetrahydrofuran). Run at time 1 hour. The product is C(C1=CC=CC=C1)N1CC2(CC2C1)CO (3-benzyl-1-hydroxymethyl-3-azabicyclo[3.1.0]hexane). Reaction SMILES: C([O:3][C:4]([C:6]12[CH2:11][CH:10]1[CH2:9][N:8]([CH2:12][C:13]1[CH:18]=[CH:17][CH:16]=[CH:15][CH:14]=1)[CH2:7]2)=O)C.[H-].[Al+3].[Li+].[H-].[H-].[H-]>O1CCCC1>[CH2:12]([N:8]1[CH2:9][CH:10]2[C:6]([CH2:4][OH:3])([CH2:11]2)[CH2:7]1)[C:13]1[CH:14]=[CH:15][CH:16]=[CH:17][CH:18]=1 |f:1.2.3.4.5.6|. Procedure details: A solution of 3-benzyl-3-azabicyclo[3.1.0]hexane-1-carboxylic acid ethyl ester (2.5 gm, 0.0108 mole) in tetrahydrofuran (20 ml) was added to a suspension of lithium aluminium hydride (0.966 gm, 0.026 mole) in tetrahydrofuran (50 ml). The resulting mixture was heated to reflux for 2 hours. The reaction mixture was carefully quenched with saturated aqueous NH4Cl (1 ml), treated with ethyl acetate (50 ml) and stirred for 1 hour. The solution was filtered and the removal of solution from the filtrat... Reactants: CC(=O)O, O=C1Nc2ccc(I)cc2C1=O, NNC(=O)Cn1nnc(-c2cccc([N+](=O)[O-])c2)n1. The product is O=C(Cn1nnc(-c2cccc([N+](=O)[O-])c2)n1)NN=C1C(=O)Nc2ccc(I)cc21. As a reaction SMILES: [CH3:32][C:33](=[O:34])[OH:35].[I:1][c:2]1[cH:3][c:4]2[c:8]([cH:9][cH:10]1)[NH:7][C:6](=[O:11])[C:5]2=[O:12].[N+:13](=[O:14])([O-:15])[c:16]1[cH:17][c:18](-[c:22]2[n:23][n:24][n:25]([CH2:27][C:28](=[O:29])[NH:30][NH2:31])[n:26]2)[cH:19][cH:20][cH:21]1>>[I:1][c:2]1[cH:3][c:4]2[c:8]([cH:9][cH:10]1)[NH:7][C:6](=[O:11])[C:5]2=[N:31][NH:30][C:28]([CH2:27][n:25]1[n:24][n:23][c:22](-[c:18]2[cH:17][c:16]([N+:13](=[O:14])[O-:15])[cH:21][cH:20][cH:19]2)[n:26]1)=[O:29]. Reactants: CC1(C)OB(c2cccc(N)c2)OC1(C)C, CS(=O)(=O)O, CCOC(C)=O, Cc1ccnc(Cl)n1, C1COCCO1. The product is Cc1ccnc(Nc2cccc(B3OC(C)(C)C(C)(C)O3)c2)n1. RXN SMILES: [CH3:1][C:2]1([CH3:16])[O:3][B:4]([c:9]2[cH:10][c:11]([NH2:12])[cH:13][cH:14][cH:15]2)[O:5][C:6]1([CH3:7])[CH3:8].[CH3:31][S:32](=[O:33])(=[O:34])[OH:35].[CH3:36][CH2:37][O:38][C:39](=[O:40])[CH3:41].[Cl:17][c:18]1[n:19][cH:20][cH:21][c:22]([CH3:24])[n:23]1.[O:25]1[CH2:26][CH2:27][O:28][CH2:29][CH2:30]1>>[CH3:1][C:2]1([CH3:16])[O:3][B:4]([c:9]2[cH:10][c:11]([NH:12][c:18]3[n:19][cH:20][cH:21][c:22]([CH3:24])[n:23]3)[cH:13][cH:14][cH:15]2)[O:5][C:6]1([CH3:7])[CH3:8]. The reactants are NC1=CC=C(C=C1)CC(=O)OCC (ethyl 4-aminophenylacetate), CN(P(=O)(N(C)C)N(C)C)C (hexamethylphosphoramide), FC(CCCCCCCCCCCCCCCBr)(F)F (15-(trifluoromethyl)pentadecyl bromide), C([O-])([O-])=O.[K+].[K+] (potassium carbonate). Solvent: O (water). Product: FC(CCCCCCCCCCCCCCCNC1=CC=C(C=C1)CC(=O)OCC)(F)F (ethyl 4-[15-(trifluoromethyl)pentadecylamino]phenylacetate). RXN SMILES: [NH2:1][C:2]1[CH:7]=[CH:6][C:5]([CH2:8][C:9]([O:11][CH2:12][CH3:13])=[O:10])=[CH:4][CH:3]=1.[F:14][C:15]([F:33])([F:32])[CH2:16][CH2:17][CH2:18][CH2:19][CH2:20][CH2:21][CH2:22][CH2:23][CH2:24][CH2:25][CH2:26][CH2:27][CH2:28][CH2:29][CH2:30]Br.C(=O)([O-])[O-].[K+].[K+].CN(C)P(N(C)C)(N(C)C)=O>O>[F:14][C:15]([F:32])([F:33])[CH2:16][CH2:17][CH2:18][CH2:19][CH2:20][CH2:21][CH2:22][CH2:23][CH2:24][CH2:25][CH2:26][CH2:27][CH2:28][CH2:29][CH2:30][NH:1][C:2]1[CH:3]=[CH:4][C:5]([CH2:8][C:9]([O:11][CH2:12][CH3:13])=[O:10])=[CH:6][CH:7]=1 |f:2.3.4|. Procedure details: A solution of 8.2 g. of 4-aminophenylacetic acid, 150 ml. of absolute ethanol, and 3 ml. of boron trifluoride etherate is heated to reflux for 15 hours. The solution is concentrated by distillation and then evaporated to dryness in vacuo. The residue is dissolved in ethyl ether, washed with aqueous sodium bicarbonate dried and evaporated to yield ethyl 4-aminophenylacetate. A mixture of 5.0 g. of this amine, 9.4 g. of 15-(trifluoromethyl)pentadecyl bromide, 4.2 g. of anhydrous potassium carbonat...